This data is from the Open Reaction Database (ORD), a public repository of structured organic reaction records. The task is: describe an organic reaction: reactants, conditions, products, and yield Starting materials: Cc1ccccc1, CC(C)O, O=C(N1C2CC3CC(C2)CC1C3)C(Cl)(Cl)Cl, [Na+], [OH-], O. The product is C1C2CC3CC1CC(C2)N3. Reaction SMILES: [CH3:24][c:25]1[cH:26][cH:27][cH:28][cH:29][cH:30]1.[CH:17]([OH:18])([CH3:19])[CH3:20].[Cl:1][C:2]([Cl:3])([Cl:4])[C:15]([N:5]1[CH:6]2[CH2:7][CH:8]3[CH2:9][CH:10]([CH2:11][CH:12]1[CH2:13]3)[CH2:14]2)=[O:16].[Na+:22].[OH-:21].[OH2:23]>>[NH:5]1[CH:6]2[CH2:7][CH:8]3[CH2:9][CH:10]([CH2:11][CH:12]1[CH2:13]3)[CH2:14]2.